Dataset: the Open Reaction Database (ORD), a public repository of structured organic reaction records. Task: describe an organic reaction: reactants, conditions, products, and yield Reactants: CC(=CCCC(CC(=O)OC)=O)CCC=C(C)C (methyl 7,11-dimethyl-3-oxo-6,10-dodecadienoate), C(C)NCC (diethylamine). Product: C(C)N(C(CC(CCC=C(CCC=C(C)C)C)=O)=O)CC (N,N-diethyl-7,11-dimethyl-3-oxo-6,10-dodecadienamide). Reaction SMILES: [CH3:1][C:2]([CH2:13][CH2:14][CH:15]=[C:16]([CH3:18])[CH3:17])=[CH:3][CH2:4][CH2:5][C:6](=[O:12])[CH2:7][C:8]([O:10]C)=O.[CH2:19]([NH:21][CH2:22][CH3:23])[CH3:20]>>[CH2:19]([N:21]([CH2:22][CH3:23])[C:8](=[O:10])[CH2:7][C:6](=[O:12])[CH2:5][CH2:4][CH:3]=[C:2]([CH3:1])[CH2:13][CH2:14][CH:15]=[C:16]([CH3:18])[CH3:17])[CH3:20]. Procedure details: 5.4 g of the product of Example 3 and 10.8ml of diethylamine were stirred in a closed auto clave at 110° C. for 70 hours and after cooling, the reaction mixture was recovered and evaporated under reduced pressure. The residue was chromatographed over silica and was eluted with a 1-1 ethyl etherpetroleum ether (b.p.= 40°-75° C.) mixture to obtain 3.6 g of N,N-diethyl-7,11-dimethyl-3-oxo-6,10-dodecadienamide in the form of an orange oil. The reactants are C1COCCO1, COc1nc2c(N)nc(OCCC(C)C)nc2n1CC1CCOCC1, CO, Cl, [Na+], [OH-]. The product is CC(C)CCOc1nc(N)c2[nH]c(=O)n(CC3CCOCC3)c2n1. RXN SMILES: [CH2:31]1[O:32][CH2:33][CH2:34][O:35][CH2:36]1.[CH3:1][CH:2]([CH2:3][CH2:4][O:5][c:6]1[n:7][c:8]([NH2:24])[c:9]2[n:10][c:11]([O:22][CH3:23])[n:12]([CH2:15][CH:16]3[CH2:17][CH2:18][O:19][CH2:20][CH2:21]3)[c:13]2[n:14]1)[CH3:25].[CH3:29][OH:30].[ClH:26].[Na+:28].[OH-:27]>>[CH3:1][CH:2]([CH2:3][CH2:4][O:5][c:6]1[n:7][c:8]([NH2:24])[c:9]2[nH:10][c:11](=[O:22])[n:12]([CH2:15][CH:16]3[CH2:17][CH2:18][O:19][CH2:20][CH2:21]3)[c:13]2[n:14]1)[CH3:25]. The reactants are BrC=1C=CC(=C(C1)C(=O)C=1C=NC(=CC1)NC1=C(C=C(C=C1)F)F)OC ((5-Bromo-2-methoxy-phenyl)-[6-(2,4-difluoro-phenylamino)-pyridin-3-yl]-methanone), C(CCC)[Sn](C1=NC=CC=C1)(CCCC)CCCC (2-tributylstannylpyridine). The reagents and catalysts are Cl[Pd]([P](C1=CC=CC=C1)(C2=CC=CC=C2)C3=CC=CC=C3)([P](C4=CC=CC=C4)(C5=CC=CC=C5)C6=CC=CC=C6)Cl (PdCl2(PPh3)2). The solvent is CC(C)(C)OC (TBME), C=1(C(=CC=CC1)C)C (xylene). Product: BrC=1C=CC(=C(C1)C(O)C=1C=NC(=CC1)NC1=C(C=C(C=C1)F)F)OC ((5-Bromo-2-methoxy-phenyl)-[6-(2,4-difluoro-phenylamino)-pyridin-3-yl]-methanol). The yield is 39.6%. RXN SMILES: [Br:1][C:2]1[CH:3]=[CH:4][C:5]([O:25][CH3:26])=[C:6]([C:8]([C:10]2[CH:11]=[N:12][C:13]([NH:16][C:17]3[CH:22]=[CH:21][C:20]([F:23])=[CH:19][C:18]=3[F:24])=[CH:14][CH:15]=2)=[O:9])[CH:7]=1.C([Sn](CCCC)(CCCC)C1C=CC=CN=1)CCC>C1(C)C(C)=CC=CC=1.CC(OC)(C)C.Cl[Pd](Cl)([P](C1C=CC=CC=1)(C1C=CC=CC=1)C1C=CC=CC=1)[P](C1C=CC=CC=1)(C1C=CC=CC=1)C1C=CC=CC=1>[Br:1][C:2]1[CH:3]=[CH:4][C:5]([O:25][CH3:26])=[C:6]([CH:8]([C:10]2[CH:11]=[N:12][C:13]([NH:16][C:17]3[CH:22]=[CH:21][C:20]([F:23])=[CH:19][C:18]=3[F:24])=[CH:14][CH:15]=2)[OH:9])[CH:7]=1 |^1:62,81|. Procedure details: (5-Bromo-2-methoxy-phenyl)-[6-(2,4-difluoro-phenylamino)-pyridin-3-yl]-methanone (50 mg; 0.12 mmol), 2-tributylstannylpyridine (88 mg; 0.26 mmol) and PdCl2(PPh3)2 (25 mg; 0.035 mmol) are dissolved in xylene (2 ml) and refluxed for 4.5 hours. The reaction mixture is diluted with TBME and filtered through a bed of SiO2. The resulting solid is dissolved in ether, crystallized by adding hexanes and yields the title compound as yellowish crystals (20 mg; 40%). The reactants are C#C[Si](C)(C)C, Cc1ccc(I)cc1C(=O)c1ccc(Nc2ccc(F)cc2F)cc1Cl, [Cu]I, O=C(C=Cc1ccccc1)C=Cc1ccccc1, O=C(C=Cc1ccccc1)C=Cc1ccccc1, O=C(C=Cc1ccccc1)C=Cc1ccccc1, [Pd], [Pd], c1ccc(P(c2ccccc2)c2ccccc2)cc1. Yields the product Cc1ccc(C#C[Si](C)(C)C)cc1C(=O)c1ccc(Nc2ccc(F)cc2F)cc1Cl. RXN SMILES: [C:46](#[CH:47])[Si:48]([CH3:49])([CH3:50])[CH3:51].[Cl:1][c:2]1[c:3]([C:17](=[O:18])[c:19]2[c:20]([CH3:26])[cH:21][cH:22][c:23]([I:25])[cH:24]2)[cH:4][cH:5][c:6]([NH:8][c:9]2[c:10]([F:16])[cH:11][c:12]([F:15])[cH:13][cH:14]2)[cH:7]1.[Cu:108][I:109].[O:54]=[C:55]([CH:56]=[CH:57][c:58]1[cH:59][cH:60][cH:61][cH:62][cH:63]1)[CH:64]=[CH:65][c:66]1[cH:67][cH:68][cH:69][cH:70][cH:71]1.[O:72]=[C:73]([CH:74]=[CH:75][c:76]1[cH:77][cH:78][cH:79][cH:80][cH:81]1)[CH:82]=[CH:83][c:84]1[cH:85][cH:86][cH:87][cH:88][cH:89]1.[O:90]=[C:91]([CH:92]=[CH:93][c:94]1[cH:95][cH:96][cH:97][cH:98][cH:99]1)[CH:100]=[CH:101][c:102]1[cH:103][cH:104][cH:105][cH:106][cH:107]1.[Pd:52].[Pd:53].[c:27]1([P:28]([c:29]2[cH:30][cH:31][cH:32][cH:33][cH:34]2)[c:35]2[cH:36][cH:37][cH:38][cH:39][cH:40]2)[cH:41][cH:42][cH:43][cH:44][cH:45]1>>[Cl:1][c:2]1[c:3]([C:17](=[O:18])[c:19]2[c:20]([CH3:26])[cH:21][cH:22][c:23]([C:47]#[C:46][Si:48]([CH3:49])([CH3:50])[CH3:51])[cH:24]2)[cH:4][cH:5][c:6]([NH:8][c:9]2[c:10]([F:16])[cH:11][c:12]([F:15])[cH:13][cH:14]2)[cH:7]1. Reactants: CCOC(C)=O, CCCCCC, CCO, [Cu]I, CCOC(=O)c1ccc(I)cc1, [K+], [K+], [K+], NCc1ccccc1, OCCO, O=P([O-])([O-])[O-]. Yields the product CCOC(=O)c1ccc(NCc2ccccc2)cc1. RXN SMILES: [C:35]([O:36][CH2:37][CH3:38])(=[O:39])[CH3:40].[CH3:41][CH2:42][CH2:43][CH2:44][CH2:45][CH3:46].[CH3:47][CH2:48][OH:49].[Cu:33][I:34].[I:17][c:18]1[cH:19][cH:20][c:21]([C:22](=[O:23])[O:24][CH2:25][CH3:26])[cH:27][cH:28]1.[K+:6].[K+:7].[K+:8].[NH2:9][CH2:10][c:11]1[cH:12][cH:13][cH:14][cH:15][cH:16]1.[OH:29][CH2:30][CH2:31][OH:32].[P:1]([O-:2])([O-:3])([O-:4])=[O:5]>>[NH:9]([CH2:10][c:11]1[cH:12][cH:13][cH:14][cH:15][cH:16]1)[c:18]1[cH:19][cH:20][c:21]([C:22](=[O:23])[O:24][CH2:25][CH3:26])[cH:27][cH:28]1. The reactants are ClC1=NC=CC(=C1)OC=1C=CC(=NC1C)N1N=C(NC1=O)C1=CC=C(C=C1)F (1-(5-((2-chloropyridin-4-yl)oxy)-6-methylpyridin-2-yl)-3-(4-fluorophenyl)-1H-1,2,4-triazol-5(4H)-one), CN1N=CC(=C1)B1OC(C(O1)(C)C)(C)C (1-methyl-4-(4,4,5,5-tetramethyl-1,3,2-dioxaborolan-2-yl)-1H-pyrazole), C(=O)([O-])[O-].[K+].[K+] (K2CO3). The reagents and catalysts are C=1C=CC(=CC1)[P](C=2C=CC=CC2)(C=3C=CC=CC3)[Pd]([P](C=4C=CC=CC4)(C=5C=CC=CC5)C=6C=CC=CC6)([P](C=7C=CC=CC7)(C=8C=CC=CC8)C=9C=CC=CC9)[P](C=1C=CC=CC1)(C=1C=CC=CC1)C=1C=CC=CC1 (Pd(PPh3)4). Solvent: O1CCOCC1.O (dioxane water). Run at temperature 100 celsius. Product: FC1=CC=C(C=C1)C1=NN(C(N1)=O)C1=NC(=C(C=C1)OC1=CC(=NC=C1)C=1C=NN(C1)C)C (3-(4-fluorophenyl)-1-(6-methyl-5-((2-(1-methyl-1H-pyrazol-4-yl)pyridin-4-yl)oxy)pyridin-2-yl)-1H-1,2,4-triazol-5(4H)-one). Yield: 45.5%. Reaction SMILES: Cl[C:2]1[CH:7]=[C:6]([O:8][C:9]2[CH:10]=[CH:11][C:12]([N:16]3[C:20](=[O:21])[NH:19][C:18]([C:22]4[CH:27]=[CH:26][C:25]([F:28])=[CH:24][CH:23]=4)=[N:17]3)=[N:13][C:14]=2[CH3:15])[CH:5]=[CH:4][N:3]=1.[CH3:29][N:30]1[CH:34]=[C:33](B2OC(C)(C)C(C)(C)O2)[CH:32]=[N:31]1.C([O-])([O-])=O.[K+].[K+]>O1CCOCC1.O.C1C=CC([P]([Pd]([P](C2C=CC=CC=2)(C2C=CC=CC=2)C2C=CC=CC=2)([P](C2C=CC=CC=2)(C2C=CC=CC=2)C2C=CC=CC=2)[P](C2C=CC=CC=2)(C2C=CC=CC=2)C2C=CC=CC=2)(C2C=CC=CC=2)C2C=CC=CC=2)=CC=1>[F:28][C:25]1[CH:26]=[CH:27][C:22]([C:18]2[NH:19][C:20](=[O:21])[N:16]([C:12]3[CH:11]=[CH:10][C:9]([O:8][C:6]4[CH:5]=[CH:4][N:3]=[C:2]([C:33]5[CH:32]=[N:31][N:30]([CH3:29])[CH:34]=5)[CH:7]=4)=[C:14]([CH3:15])[N:13]=3)[N:17]=2)=[CH:23][CH:24]=1 |f:2.3.4,5.6,^1:60,62,81,100|. Procedure details: A suspension of Example A8 (0.300 g, 0.754 mmol), 1-methyl-4-(4,4,5,5-tetramethyl-1,3,2-dioxaborolan-2-yl)-1H-pyrazole (0.250 g, 1.202 mmol), K2CO3 (0.200 g, 1.447 mmol) in a mixture of dioxane/water (10:1) (11 mL) was degassed for 5 minutes with argon purge. The reaction mixture was treated with Pd(PPh3)4 (0.020 g, 0.017 mmol) and heated at 100° C. under argon over night. The solvent from the reaction mixture was completely evaporated and the residue was partitioned between DCM (30 mL) and wate...